Task: describe an organic reaction: reactants, conditions, products, and yield. Dataset: the Open Reaction Database (ORD), a public repository of structured organic reaction records The product is CCc1cc2c(ccc(=O)n2Cc2ccc(-c3ccccc3S(=O)(=O)NC(C)=O)cc2)c(CC)n1, Cl. Reactants: CCc1cc2c(ccc(=O)n2Cc2ccc(-c3ccccc3S(N)(=O)=O)cc2)c(CC)n1, CC(=O)Cl, CC(=O)O. Reaction SMILES: [CH2:1]([CH3:2])[c:3]1[c:4]2[cH:5][cH:6][c:7](=[O:32])[n:8]([CH2:15][c:16]3[cH:17][cH:18][c:19](-[c:22]4[c:23]([S:28](=[O:29])(=[O:30])[NH2:31])[cH:24][cH:25][cH:26][cH:27]4)[cH:20][cH:21]3)[c:9]2[cH:10][c:11]([CH2:13][CH3:14])[n:12]1.[CH3:33][C:34]([Cl:35])=[O:36].[CH3:37][C:38](=[O:39])[OH:40]>>[CH2:1]([CH3:2])[c:3]1[c:4]2[cH:5][cH:6][c:7](=[O:32])[n:8]([CH2:15][c:16]3[cH:17][cH:18][c:19](-[c:22]4[c:23]([S:28](=[O:29])(=[O:30])[NH:31][C:34]([CH3:33])=[O:36])[cH:24][cH:25][cH:26][cH:27]4)[cH:20][cH:21]3)[c:9]2[cH:10][c:11]([CH2:13][CH3:14])[n:12]1.[ClH:35]. The reactants are Brc1cncnc1, N#CC(CCc1ccc(Cl)cc1)c1ccccc1F, [H-], [Na+], CN(C)C=O. The product is N#CC(CCc1ccc(Cl)cc1)(c1cncnc1)c1ccccc1F. As a reaction SMILES: [Br:22][c:23]1[cH:24][n:25][cH:26][n:27][cH:28]1.[Cl:3][c:4]1[cH:5][cH:6][c:7]([CH2:10][CH2:11][CH:12]([C:13]#[N:14])[c:15]2[c:16]([F:21])[cH:17][cH:18][cH:19][cH:20]2)[cH:8][cH:9]1.[H-:1].[Na+:2].[O:29]=[CH:30][N:31]([CH3:32])[CH3:33]>>[Cl:3][c:4]1[cH:5][cH:6][c:7]([CH2:10][CH2:11][C:12]([C:13]#[N:14])([c:15]2[c:16]([F:21])[cH:17][cH:18][cH:19][cH:20]2)[c:23]2[cH:24][n:25][cH:26][n:27][cH:28]2)[cH:8][cH:9]1. Starting materials: CN, CO, ClCCN1CCCCC1, Cl, [I-], [Na+]. Product: CNCCN1CCCCC1. As a reaction SMILES: [CH3:13][NH2:14].[CH3:15][OH:16].[Cl:2][CH2:3][CH2:4][N:5]1[CH2:6][CH2:7][CH2:8][CH2:9][CH2:10]1.[ClH:1].[I-:12].[Na+:11]>>[CH2:3]([CH2:4][N:5]1[CH2:6][CH2:7][CH2:8][CH2:9][CH2:10]1)[NH:14][CH3:13].